The task is: describe an organic reaction: reactants, conditions, products, and yield. This data is from the Open Reaction Database (ORD), a public repository of structured organic reaction records. Reactants: ClC1=CC=C(C=C1)C1=NOC(=C1COC1=NC=C(C(=O)O)C=C1)C (6-[3-(4-chloro-phenyl)-5-methyl-isoxazol-4-ylmethoxy]-nicotinic acid), CN1N=CC(=C1)N (1-methyl-1H-pyrazol-4-ylamine), O.ON1N=NC2=C1C=CC=C2 (1-hydroxybenzotriazole hydrate), C(C)N(C(C)C)C(C)C (N-ethyldiisopropylamine), N-(3-dimethylaminopropyl)-N′-ethylcarbodiimidazole hydrochloride. Solvent: C1CCOC1 (THF). Conditions: time 8 hour. The product is ClC1=CC=C(C=C1)C1=NOC(=C1COC1=NC=C(C(=O)NC=2C=NN(C2)C)C=C1)C (6-[3-(4-Chloro-phenyl)-5-methyl-isoxazol-4-ylmethoxy]-N-(1-methyl-1H-pyrazol-4-yl)-nicotinamide). Yield: 73.0%. RXN SMILES: [Cl:1][C:2]1[CH:7]=[CH:6][C:5]([C:8]2[C:12]([CH2:13][O:14][C:15]3[CH:23]=[CH:22][C:18]([C:19]([OH:21])=O)=[CH:17][N:16]=3)=[C:11]([CH3:24])[O:10][N:9]=2)=[CH:4][CH:3]=1.[CH3:25][N:26]1[CH:30]=[C:29]([NH2:31])[CH:28]=[N:27]1.O.ON1C2C=CC=CC=2N=N1.C(N(C(C)C)C(C)C)C>C1COCC1>[Cl:1][C:2]1[CH:3]=[CH:4][C:5]([C:8]2[C:12]([CH2:13][O:14][C:15]3[CH:23]=[CH:22][C:18]([C:19]([NH:31][C:29]4[CH:28]=[N:27][N:26]([CH3:25])[CH:30]=4)=[O:21])=[CH:17][N:16]=3)=[C:11]([CH3:24])[O:10][N:9]=2)=[CH:6][CH:7]=1 |f:2.3|. Procedure: To a solution of 6-[3-(4-chloro-phenyl)-5-methyl-isoxazol-4-ylmethoxy]-nicotinic acid (224 mg, 0.65 mmol) and 1-methyl-1H-pyrazol-4-ylamine (0.65 mmol) in THF (6 mL) at 0° C. were added 1-hydroxybenzotriazole hydrate (100.8 mg, 0.65 mmol), N-ethyldiisopropylamine (281.7 μl, 1.613 mmol) and N-(3-dimethylaminopropyl)-N′-ethylcarbodiimidazole hydrochloride (126.2 mg, 0.65 mmol). The resulting reaction mixture was stirred overnight at room temperature. Concentration and purification by chromatograph... Reactants: CC(CCN)(C)C (3,3-dimethylbutan-1-amine), COC(C=O)OC (2,2-dimethoxyacetaldehyde). The reagents and catalysts are [Pd] (palladium on carbon). Run in CO (MeOH), O (water). Conditions: time 3 hour. Product: COC(CNCCC(C)(C)C)OC (N-(2,2-dimethoxyethyl)-3,3-dimethylbutan-1-amine). As a reaction SMILES: [CH3:1][C:2]([CH3:7])([CH3:6])[CH2:3][CH2:4][NH2:5].[CH3:8][O:9][CH:10]([O:13][CH3:14])[CH:11]=O>CO.[Pd].O>[CH3:8][O:9][CH:10]([O:13][CH3:14])[CH2:11][NH:5][CH2:4][CH2:3][C:2]([CH3:7])([CH3:6])[CH3:1]. Procedure details: A solution of 3,3-dimethylbutan-1-amine (1.33 mL) and 2,2-dimethoxyacetaldehyde (1.5 mL) in MeOH (10 mL) was added to palladium on carbon (0.316 g) in water (0.5 mL) at 25° C. The mixture of was hydrogenated under 5 bar at 25° C. for 3 h. The reaction mixture was filtered and concentrated in vacuo to afford N-(2,2-dimethoxyethyl)-3,3-dimethylbutan-1-amine (1.85 g) as a liquid. 1H NMR (300 MHz, CDCl3) δ 4.47 (t, J=5.6 Hz, 1H), 3.40 (s, 6H), 2.75 (d, J=5.8 Hz, 2H), 2.65-2.57 (m, 2H), 1.45-1.35 (m,... Reactants: CC1(NC(N(CC1)C1=CC=C(C=C1)SC(F)(F)F)=O)C (4,4-dimethyl-1-{4-[(trifluoromethyl) sulfanyl]phenyl}tetrahydropyrimidin-2(1H)-one), [H-].[Na+] (NaH), ClCC1=CN(C2=NC=CC=C21)C(=O)OC(C)(C)C (tert-butyl 3-(chloromethyl)-1H-pyrrolo[2,3-b]pyridine-1-carboxylate). Run in CN(C)C=O (DMF). Run at time 10 minute. Yields the product CC1(N(C(N(CC1)C1=CC=C(C=C1)SC(F)(F)F)=O)CC1=CNC2=NC=CC=C21)C (4,4-dimethyl-3-(1H-pyrrolo[2,3-b]pyridin-3-ylmethyl)-1-{4-[(trifluoromethyl)sulfanyl]phenyl}tetrahydropyrimidin-2(1H)-one). Reaction SMILES: [CH3:1][C:2]1([CH3:20])[CH2:7][CH2:6][N:5]([C:8]2[CH:13]=[CH:12][C:11]([S:14][C:15]([F:18])([F:17])[F:16])=[CH:10][CH:9]=2)[C:4](=[O:19])[NH:3]1.[H-].[Na+].Cl[CH2:24][C:25]1[C:33]2[C:28](=[N:29][CH:30]=[CH:31][CH:32]=2)[N:27](C(OC(C)(C)C)=O)[CH:26]=1>CN(C=O)C>[CH3:1][C:2]1([CH3:20])[CH2:7][CH2:6][N:5]([C:8]2[CH:9]=[CH:10][C:11]([S:14][C:15]([F:18])([F:17])[F:16])=[CH:12][CH:13]=2)[C:4](=[O:19])[N:3]1[CH2:24][C:25]1[C:33]2[C:28](=[N:29][CH:30]=[CH:31][CH:32]=2)[NH:27][CH:26]=1 |f:1.2|. Reported procedure: To a solution of the 4,4-dimethyl-1-{4-[(trifluoromethyl) sulfanyl]phenyl}tetrahydropyrimidin-2(1H)-one (10 mg, 0.03 mmol) in 2 mL DMF was added NaH (2.4 mg, 0.03 mmol). The mixture was allowed to stir at ambient temperature for 10 min. The reaction was treated with tert-butyl 3-(chloromethyl)-1H-pyrrolo[2,3-b]pyridine-1-carboxylate (8.8 mg, 0.03 mmol) and allowed to stir at ambient temperature for 16 h. The reaction was partitioned between water and ether. The organics were washed with water an... Starting materials: ClC1=C(C(=CC=C1)Cl)O (2,6-dichloro-phenol), ClC1=C(C=C(S1)C(=O)OC)[N+](=O)[O-] (methyl 5-chloro-4-nitro-thiophene-2-carboxylate). Yields the product ClC1=C(OC2=C(C=C(S2)C(=O)OC)[N+](=O)[O-])C(=CC=C1)Cl (Methyl 5-(2,6-dichlorophenoxy)-4-nitrothiophene-2-carboxylate), solid. Isolated yield 65.0%. RXN SMILES: [Cl:1][C:2]1[CH:7]=[CH:6][CH:5]=[C:4]([Cl:8])[C:3]=1[OH:9].Cl[C:11]1[S:15][C:14]([C:16]([O:18][CH3:19])=[O:17])=[CH:13][C:12]=1[N+:20]([O-:22])=[O:21]>>[Cl:1][C:2]1[CH:7]=[CH:6][CH:5]=[C:4]([Cl:8])[C:3]=1[O:9][C:11]1[S:15][C:14]([C:16]([O:18][CH3:19])=[O:17])=[CH:13][C:12]=1[N+:20]([O-:22])=[O:21]. Procedure: Prepared according to the procedure described for step A of example 18 from 2,6-dichloro-phenol (368 mg, 2.26 mmol) and methyl 5-chloro-4-nitro-thiophene-2-carboxylate (500 mg, 2.26 mmol). The title compound was obtained as a white solid (500 mg, 65% yield). 1H NMR (400 MHz, d6-DMSO) δ: 8.12 (1H, m), 7.80 (2H, m), 7.58 (1H, m), 3.80 (3H, s). MS m/z: 365.07, 367.00 [M+H]+.